Dataset: the Open Reaction Database (ORD), a public repository of structured organic reaction records. Task: describe an organic reaction: reactants, conditions, products, and yield Reactants: [I-].[Na+] (sodium iodide), C([O-])([O-])=O.[Na+].[Na+] (sodium carbonate), ClC=1C=C2C(=CNC2=CC1)CCNC(C1=CC=C(C=C1)CCl)=O (N-(2-(5-chloro-1H-indol-3-yl)ethyl)-4-(chloromethyl)benzamide), C(#N)C=1C=C(C=CC1)B(O)O (3-cyanophenylboronic acid). The reagents and catalysts are C=1C=CC(=CC1)[P](C=2C=CC=CC2)(C=3C=CC=CC3)[Pd]([P](C=4C=CC=CC4)(C=5C=CC=CC5)C=6C=CC=CC6)([P](C=7C=CC=CC7)(C=8C=CC=CC8)C=9C=CC=CC9)[P](C=1C=CC=CC1)(C=1C=CC=CC1)C=1C=CC=CC1 (tetrakis(triphenylphosphine)palladium(0)). Solvent: O (water), C(OC)COC (dimethoxyethane). Yields the product eluent, ClC=1C=C2C(=CNC2=CC1)CCNC(C1=CC=C(C=C1)CC1=CC(=CC=C1)C#N)=O (N-(2-(5-Chloro-1H-indol-3-yl)ethyl)-4-(3-cyanobenzyl)benzamide). Isolated yield 58.2%. As a reaction SMILES: [Cl:1][C:2]1[CH:3]=[C:4]2[C:8](=[CH:9][CH:10]=1)[NH:7][CH:6]=[C:5]2[CH2:11][CH2:12][NH:13][C:14](=[O:23])[C:15]1[CH:20]=[CH:19][C:18]([CH2:21]Cl)=[CH:17][CH:16]=1.[C:24]([C:26]1[CH:27]=[C:28](B(O)O)[CH:29]=[CH:30][CH:31]=1)#[N:25].C(=O)([O-])[O-].[Na+].[Na+].[I-].[Na+]>C(COC)OC.O.C1C=CC([P]([Pd]([P](C2C=CC=CC=2)(C2C=CC=CC=2)C2C=CC=CC=2)([P](C2C=CC=CC=2)(C2C=CC=CC=2)C2C=CC=CC=2)[P](C2C=CC=CC=2)(C2C=CC=CC=2)C2C=CC=CC=2)(C2C=CC=CC=2)C2C=CC=CC=2)=CC=1>[Cl:1][C:2]1[CH:3]=[C:4]2[C:8](=[CH:9][CH:10]=1)[NH:7][CH:6]=[C:5]2[CH2:11][CH2:12][NH:13][C:14](=[O:23])[C:15]1[CH:20]=[CH:19][C:18]([CH2:21][C:30]2[CH:29]=[CH:28][CH:27]=[C:26]([C:24]#[N:25])[CH:31]=2)=[CH:17][CH:16]=1 |f:2.3.4,5.6,^1:53,55,74,93|. Procedure: N-(2-(5-Chloro-1H-indol-3-yl)ethyl)-4-(3-cyanobenzyl)benzamide was prepared according to method B with N-(2-(5-chloro-1H-indol-3-yl)ethyl)-4-(chloromethyl)benzamide (0.075 g; 0.216 mmol), 3-cyanophenylboronic acid (0.034 g; 0.229 mmol), tetrakis(triphenylphosphine)palladium(0) (0.013 g; 0.011 mmol), sodium carbonate (0.045 g; 0.431 mmol), sodium iodide (0.064 g; 0.431 mmol), in dimethoxyethane (3 mL) and water (1 mL), irradiated in a microwave oven at 130° C. for 15 minutes. Flash chromatography...